The task is: describe an organic reaction: reactants, conditions, products, and yield. This data is from the Open Reaction Database (ORD), a public repository of structured organic reaction records. Starting materials: SC1=C(C(=O)O)C=CC=C1 (o-mercaptobenzoic acid), [H-].[Al+3].[Li+].[H-].[H-].[H-] (lithium aluminum hydride), [Na+].[Cl-] (NaCl), [OH-].[Na+] (NaOH), II (iodine). Solvent: O (water), O1CCCC1 (tetrahydrofuran), O (water), O1CCOCC1 (dioxane), O1CCOCC1 (dioxane), CO (Methanol). Run at time 2 hour. The product is OCC1=C(C=CC=C1)SSC1=C(C=CC=C1)CO (bis(2-hydroxymethylphenyl) disulfide). As a reaction SMILES: [SH:1][C:2]1[CH:10]=[CH:9][CH:8]=[CH:7][C:3]=1[C:4](O)=[O:5].[H-].[Al+3].[Li+].[H-].[H-].[H-].[OH-:17].[Na+].II.[Na+].[Cl-]>O1CCOCC1.CO.O.O1CCCC1>[OH:17][CH2:4][C:3]1[CH:7]=[CH:8][CH:9]=[CH:10][C:2]=1[S:1][S:1][C:2]1[CH:10]=[CH:9][CH:8]=[CH:7][C:3]=1[CH2:4][OH:5] |f:1.2.3.4.5.6,7.8,10.11|. Procedure: A solution of 30.8 g (0.20 mol) of o-mercaptobenzoic acid in 300 ml of dioxane was added to a mixture of 15.2 g (0.40 mol) lithium aluminum hydride in 300 ml of dioxane. 160 ml of tetrahydrofuran ("THF") was slowly added to this mixture with some loss of material due to bumping. The mixture was stirred for 2 hours followed by the slow addition of 15.2 ml of water, then 15.2 ml of 15% NaOH and finally 45.6 ml of water. The mixture was filtered with a methanol wash and the filtrate was concentrate... Reactants: O=C([O-])[O-], Clc1ccc(NCc2cccnc2)cc1, O=S(=O)(Cl)CCl, ClCCl, [K+], [K+]. The product is O=S(=O)(CCl)N(Cc1cccnc1)c1ccc(Cl)cc1. As a reaction SMILES: [C:16](=[O:17])([O-:18])[O-:19].[Cl:1][c:2]1[cH:3][cH:4][c:5]([NH:8][CH2:9][c:10]2[cH:11][n:12][cH:13][cH:14][cH:15]2)[cH:6][cH:7]1.[Cl:22][CH2:23][S:24](=[O:25])(=[O:26])[Cl:27].[Cl:28][CH2:29][Cl:30].[K+:20].[K+:21]>>[Cl:1][c:2]1[cH:3][cH:4][c:5]([N:8]([CH2:9][c:10]2[cH:11][n:12][cH:13][cH:14][cH:15]2)[S:24]([CH2:23][Cl:22])(=[O:25])=[O:26])[cH:6][cH:7]1. Starting materials: C(C1=CC=CC=C1)N1CC(C(CC1)O)(C)C (1-benzyl-3,3-dimethyl-4-hydroxypiperidine). Reagents/catalysts: [OH-].[Pd+2].[OH-] (palladium hydroxide). The solvent is CO (methanol), [H][H] (hydrogen). Product: CC1(CNCCC1O)C (3,3-dimethyl-4-hydroxypiperidine). RXN SMILES: C([N:8]1[CH2:13][CH2:12][CH:11]([OH:14])[C:10]([CH3:16])([CH3:15])[CH2:9]1)C1C=CC=CC=1>CO.[H][H].[OH-].[Pd+2].[OH-]>[CH3:15][C:10]1([CH3:16])[CH:11]([OH:14])[CH2:12][CH2:13][NH:8][CH2:9]1 |f:3.4.5|. Procedure details: A mixture of 1-benzyl-3,3-dimethyl-4-hydroxypiperidine (5.0 g, 22.0 mmole) and 20% palladium hydroxide (1.5 g) in methanol (100 ml) was stirred at 50-55° C. in hydrogen atmosphere (1 atm.) for 20 hr. Catalyst was filtered off, washed with methanol, filtrate was concentrated to dryness to give 3,3-dimethyl-4-hydroxypiperidine as oil. Yield 2.9 g (94%), C7H15NO, m/z 130 (M+1), PMR (CDCl3): 0.83 (3H, s, CH3), 1.13 (3H, s, CH3), 1.29 (1H, m, H5), 1.45-1.9 (2H, m, H5& H6), 2.4 (1H, d, H2, j=12 Hz), 2... Reactants: C(C)(=O)CCNC1=C(C=C(C=C1)C=1C=C(C=CC1OCCCCO)C1=CC=C(C=C1)C(=O)OCC)C(C)(C)C (ethyl 4″-(acetylethylamino)-3″-tert-butyl-4′-(4-hydroxybutoxy)-[1,1′;3′,1″]terphenyl-4-carboxylate), [OH-].[Na+] (sodium hydroxide). Solvent: O1CCCC1 (tetrahydrofuran), O (water). Yields the product C(C)(=O)CCNC1=C(C=C(C=C1)C=1C=C(C=CC1OCCCCO)C1=CC=C(C=C1)C(=O)O)C(C)(C)C (4″-(acetylethylamino)-3″-tert-butyl-4′-(4-hydroxybutoxy)-[1,1′;3′,1″]terphenyl-4-carboxylic acid), solid. Yield: 95.0%. As a reaction SMILES: [C:1]([CH2:4][CH2:5][NH:6][C:7]1[CH:12]=[CH:11][C:10]([C:13]2[CH:14]=[C:15]([C:25]3[CH:30]=[CH:29][C:28]([C:31]([O:33]CC)=[O:32])=[CH:27][CH:26]=3)[CH:16]=[CH:17][C:18]=2[O:19][CH2:20][CH2:21][CH2:22][CH2:23][OH:24])=[CH:9][C:8]=1[C:36]([CH3:39])([CH3:38])[CH3:37])(=[O:3])[CH3:2].[OH-].[Na+]>O1CCCC1.O>[C:1]([CH2:4][CH2:5][NH:6][C:7]1[CH:12]=[CH:11][C:10]([C:13]2[CH:14]=[C:15]([C:25]3[CH:30]=[CH:29][C:28]([C:31]([OH:33])=[O:32])=[CH:27][CH:26]=3)[CH:16]=[CH:17][C:18]=2[O:19][CH2:20][CH2:21][CH2:22][CH2:23][OH:24])=[CH:9][C:8]=1[C:36]([CH3:39])([CH3:38])[CH3:37])(=[O:3])[CH3:2] |f:1.2|. Reported procedure: In a manner similar to that of Example 3, by reacting 270 mg of ethyl 4″-(acetylethylamino)-3″-tert-butyl-4′-(4-hydroxybutoxy)-[1,1′;3′,1″]terphenyl-4-carboxylate with 0.8 mL and then 0.4 mL of aqueous 1N sodium hydroxide solution in a mixture of 8 mL of tetrahydrofuran and 2 mL of water. 195 mg of 4″-(acetylethylamino)-3″-tert-butyl-4′-(4-hydroxybutoxy)-[1,1′;3′,1″]terphenyl-4-carboxylic acid are obtained in the form of a white solid (yield=95%, m.p.=75° C.). Reactants: C(C)(=O)C1=CC=C(C=C1)O (p-acetylphenol), C([O-])([O-])=O.[K+].[K+] (potassium carbonate), BrCC(=O)OC(C)(C)C (t-butyl bromoacetate). Solvent: CN(C)C=O (DMF). Run at time 2 hour. Product: C(C)(=O)C1=CC=C(OCC(=O)OC(C)(C)C)C=C1 (t-butyl 4-acetylphenoxyacetate). The yield is 96.0%. RXN SMILES: [C:1]([C:4]1[CH:9]=[CH:8][C:7]([OH:10])=[CH:6][CH:5]=1)(=[O:3])[CH3:2].C(=O)([O-])[O-].[K+].[K+].Br[CH2:18][C:19]([O:21][C:22]([CH3:25])([CH3:24])[CH3:23])=[O:20]>CN(C=O)C>[C:1]([C:4]1[CH:9]=[CH:8][C:7]([O:10][CH2:18][C:19]([O:21][C:22]([CH3:25])([CH3:24])[CH3:23])=[O:20])=[CH:6][CH:5]=1)(=[O:3])[CH3:2] |f:1.2.3|. Reported procedure: To the solution of p-acetylphenol (10 g) in DMF (50 ml) were added potassium carbonate (12.2 g) and t-butyl bromoacetate (16.2 ml), and the mixture was stirred at room temperature for 2 hours. After the reaction mixture was concentrated under reduced pressure, the residue was diluted with ethyl acetate, washed with water and dried over anhydrous magnesium sulfate. After the solvents were removed by distillation, crystals thus obtained were washed with n-hexane to give 17.7 g of t-butyl 4-acetylp... The reactants are ClCCO (2-chloroethanol), C([O-])([O-])=O.[K+].[K+] (potassium carbonate), FC(C(=O)C1=NC2=C(N1)C=C(C(=C2)C#N)C(F)(F)F)(F)F (2-(2,2,2-Trifluoro-acetyl)-6-trifluoromethyl-1H-benzoimidazole-5-carbonitrile). Solvent: C(C)(=O)OCC (ethyl acetate), C(C)OCC (diethyl ether), CN(C)C=O (DMF). Reaction conditions: time 8 hour. Yields the product FC(C=1C(=CC2=C(NC(=N2)C2(OCCO2)C(F)(F)F)C1)C#N)(F)F (6-Trifluoromethyl-2-(2-trifluoromethyl-[1,3]-dioxolan-2-yl)-1H-benzimidazole-5-carbonitrile). As a reaction SMILES: [F:1][C:2]([F:21])([F:20])[C:3]([C:5]1[NH:9][C:8]2[CH:10]=[C:11]([C:16]([F:19])([F:18])[F:17])[C:12]([C:14]#[N:15])=[CH:13][C:7]=2[N:6]=1)=[O:4].Cl[CH2:23][CH2:24][OH:25].C(=O)([O-])[O-].[K+].[K+]>CN(C=O)C.C(OCC)(=O)C.C(OCC)C>[F:19][C:16]([F:17])([F:18])[C:11]1[C:12]([C:14]#[N:15])=[CH:13][C:7]2[N:6]=[C:5]([C:3]3([C:2]([F:20])([F:1])[F:21])[O:25][CH2:24][CH2:23][O:4]3)[NH:9][C:8]=2[CH:10]=1 |f:2.3.4|. Procedure details: 2-(2,2,2-Trifluoro-acetyl)-6-trifluoromethyl-1H-benzoimidazole-5-carbonitrile (0.50 g; 1.5 mmol), was dissolved in DMF (4 mL), then treated with 2-chloroethanol (0.35 mL; 5.2 mmol) and potassium carbonate (0.73 g; 5.3 mmol). The reaction mixture was stirred at room temperature overnight. The reaction mixture was then diluted with ethyl acetate (40 mL) and diethyl ether (40 mL), washed with water (50 mL) and brine (3×30 mL), then dried over Na2SO4. The reaction mixture was filtered, concentrated ... Reactants: C(C)(C)(C)OC(C(C)(C)O\N=C(/C(=O)N[C@H]1[C@H](N(C1=O)S(=O)(=O)O)CN1N=CN=C1CNC(=O)OC(C)(C)C)\C=1N=C(SC1)NC(=O)OC(C)(C)C)=O ((2R,3S)-3-((Z)-2-(((1-(tert-butoxy)-2-methyl-1-oxopropan-2-yl)oxy)imino)-2-(2-((tert-butoxycarbonyl)amino)thiazol-4-yl)acetamido)-2-((5-(((tert-butoxycarbonyl)amino)methyl)-1H-1,2,4-triazol-1-yl)methyl)-4-oxoazetidine-1-sulfonic acid), C(=O)(C(F)(F)F)O (TFA). Run in C(Cl)Cl (DCM). The product is NCC1=NC=NN1C[C@H]1N(C([C@H]1NC(\C(\C=1N=C(SC1)N)=N/OC(C(=O)O)(C)C)=O)=O)S(=O)(=O)O (2-(((Z)-(2-(((2R,3S)-2-((5-(aminomethyl)-1H-1,2,4-triazol-1-yl)methyl)-4-oxo-1-sulfoazetidin-3-yl)amino)-1-(2-aminothiazol-4-yl)-2-oxoethylidene)amino)oxy)-2-methylpropanoic acid). Isolated yield 62.4%. As a reaction SMILES: C([O:5][C:6](=[O:53])[C:7]([O:10]/[N:11]=[C:12](/[C:40]1[N:41]=[C:42]([NH:45]C(OC(C)(C)C)=O)[S:43][CH:44]=1)\[C:13]([NH:15][C@@H:16]1[C:19](=[O:20])[N:18]([S:21]([OH:24])(=[O:23])=[O:22])[C@@H:17]1[CH2:25][N:26]1[C:30]([CH2:31][NH:32]C(OC(C)(C)C)=O)=[N:29][CH:28]=[N:27]1)=[O:14])([CH3:9])[CH3:8])(C)(C)C.C(O)(C(F)(F)F)=O>C(Cl)Cl>[NH2:32][CH2:31][C:30]1[N:26]([CH2:25][C@@H:17]2[C@H:16]([NH:15][C:13](=[O:14])/[C:12](=[N:11]\[O:10][C:7]([CH3:9])([CH3:8])[C:6]([OH:53])=[O:5])/[C:40]3[N:41]=[C:42]([NH2:45])[S:43][CH:44]=3)[C:19](=[O:20])[N:18]2[S:21]([OH:24])(=[O:23])=[O:22])[N:27]=[CH:28][N:29]=1. Procedure: Followed the general procedure for the acid mediated deprotection using (2R,3S)-3-((Z)-2-(((1-(tert-butoxy)-2-methyl-1-oxopropan-2-yl)oxy)imino)-2-(2-((tert-butoxycarbonyl)amino)thiazol-4-yl)acetamido)-2-((5-(((tert-butoxycarbonyl)amino)methyl)-1H-1,2,4-triazol-1-yl)methyl)-4-oxoazetidine-1-sulfonic acid (143 mg, 0.181 mmol), DCM (1.81 mL) and TFA (837 μl, 10.9 mmol). The crude residue purified by reverse phase prep HPLC (XSelect CSH, 19×100 mm, 5 μm, C18 column; ACN-water with 0.1% formic acid ... The reactants are CC(=O)O[BH-](OC(C)=O)OC(C)=O, CC(=O)O, CC(C)=O, CC(Cl)Cl, ClCCl, [Na+], Clc1ccccc1-c1ccc(CN2CCNC(c3ccccc3)C2)cc1. Product: CC(C)N1CCN(Cc2ccc(-c3ccccc3Cl)cc2)CC1c1ccccc1. As a reaction SMILES: [C:27]([O:28][BH-:29]([O:30][C:37](=[O:31])[CH3:38])[O:32][C:33](=[O:34])[CH3:35])(=[O:36])[CH3:39].[CH3:41][C:42](=[O:43])[OH:44].[CH3:49][C:50](=[O:51])[CH3:52].[Cl:45][CH:46]([Cl:47])[CH3:48].[Cl:53][CH2:54][Cl:55].[Na+:40].[c:1]1([CH:7]2[CH2:8][N:9]([CH2:13][c:14]3[cH:15][cH:16][c:17](-[c:20]4[c:21]([Cl:26])[cH:22][cH:23][cH:24][cH:25]4)[cH:18][cH:19]3)[CH2:10][CH2:11][NH:12]2)[cH:2][cH:3][cH:4][cH:5][cH:6]1>>[c:1]1([CH:7]2[CH2:8][N:9]([CH2:13][c:14]3[cH:15][cH:16][c:17](-[c:20]4[c:21]([Cl:26])[cH:22][cH:23][cH:24][cH:25]4)[cH:18][cH:19]3)[CH2:10][CH2:11][N:12]2[CH:37]([CH3:38])[CH3:41])[cH:2][cH:3][cH:4][cH:5][cH:6]1. Starting materials: [Cl-].[NH4+] (ammonium chloride), C1(=CC=CC=C1)S(=O)(=O)N1C(=CC2=CC(=CC=C12)Br)C1=CC=CC=C1 (1-benzenesulfonyl-5-bromo-2-phenylindole), C(CCC)[Li] (n-butyllithium), CN(C=O)C (N,N-dimethylformamide). Run in O (water), O1CCCC1 (tetrahydrofuran). Conditions: time 30 minute. Product: C1(=CC=CC=C1)S(=O)(=O)N1C(=CC2=CC(=CC=C12)C=O)C1=CC=CC=C1 (1-Benzenesulfonyl-5-formyl-2-phenylindole). As a reaction SMILES: [C:1]1([S:7]([N:10]2[C:18]3[C:13](=[CH:14][C:15](Br)=[CH:16][CH:17]=3)[CH:12]=[C:11]2[C:20]2[CH:25]=[CH:24][CH:23]=[CH:22][CH:21]=2)(=[O:9])=[O:8])[CH:6]=[CH:5][CH:4]=[CH:3][CH:2]=1.C([Li])CCC.CN(C)[CH:33]=[O:34].[Cl-].[NH4+]>O1CCCC1.O>[C:1]1([S:7]([N:10]2[C:18]3[C:13](=[CH:14][C:15]([CH:33]=[O:34])=[CH:16][CH:17]=3)[CH:12]=[C:11]2[C:20]2[CH:25]=[CH:24][CH:23]=[CH:22][CH:21]=2)(=[O:9])=[O:8])[CH:6]=[CH:5][CH:4]=[CH:3][CH:2]=1 |f:3.4|. Procedure details: To a solution of 1-benzenesulfonyl-5-bromo-2-phenylindole (958 mg) in tetrahydrofuran (11.6 mL) was added dropwise n-butyllithium (2.76 mol/L hexane solution, 0.84 mL) at −78° C. under an argon atmosphere, and the mixture was stirred for 30 minutes. Then N,N-dimethylformamide (0.535 mL) was added dropwise, and the mixture was stirred at −78° C. for 30 minutes and at room temperature for 2 hours. A saturated aqueous ammonium chloride solution and water were added to the reaction mixture and this ... Starting materials: CC(C)(C)OC(=O)NCCN(C(=O)c1cc2c(s1)-c1ccccc1OCC2)c1ccccc1Cl, ClCCl, O. Yields the product NCCN(C(=O)c1cc2c(s1)-c1ccccc1OCC2)c1ccccc1Cl. As a reaction SMILES: [Cl:1][c:2]1[c:3]([N:8]([C:9](=[O:10])[c:11]2[cH:12][c:13]3[c:14]([s:24]2)-[c:15]2[c:16]([cH:20][cH:21][cH:22][cH:23]2)[O:17][CH2:18][CH2:19]3)[CH2:25][CH2:26][NH:27][C:28](=[O:29])[O:30][C:31]([CH3:32])([CH3:33])[CH3:34])[cH:4][cH:5][cH:6][cH:7]1.[Cl:35][CH2:36][Cl:37].[OH2:38]>>[Cl:1][c:2]1[c:3]([N:8]([C:9](=[O:10])[c:11]2[cH:12][c:13]3[c:14]([s:24]2)-[c:15]2[c:16]([cH:20][cH:21][cH:22][cH:23]2)[O:17][CH2:18][CH2:19]3)[CH2:25][CH2:26][NH2:27])[cH:4][cH:5][cH:6][cH:7]1.